This data is from the Open Reaction Database (ORD), a public repository of structured organic reaction records. The task is: describe an organic reaction: reactants, conditions, products, and yield Starting materials: C(C1=CC=CC=C1)OC([C@@H](NC(CC(CCCCCCCCCCCCCCC)OC(CCCCCNC(CCCCCNC(C)=O)=O)=O)=O)CC1=CC=CC=C1)=O (N-[3-[6-(6-acetamidohexanamido)hexanoyloxy]octadecanoyl]-L-phenylalanine benzyl ester). Reagents/catalysts: [Pd] (Pd-C). Run in O1CCCC1 (tetrahydrofuran), CO (methanol). Yields the product C(C)(=O)NCCCCCC(=O)NCCCCCC(=O)OC(CC(=O)N[C@@H](CC1=CC=CC=C1)C(=O)O)CCCCCCCCCCCCCCC (N-[3-[6-(6-acetamidohexanamido)hexanoyloxy]octadecanoyl]-L-phenylalanine). Isolated yield 76.8%. RXN SMILES: C([O:8][C:9](=[O:58])[C@H:10]([CH2:51][C:52]1[CH:57]=[CH:56][CH:55]=[CH:54][CH:53]=1)[NH:11][C:12](=[O:50])[CH2:13][CH:14]([O:30][C:31](=[O:49])[CH2:32][CH2:33][CH2:34][CH2:35][CH2:36][NH:37][C:38](=[O:48])[CH2:39][CH2:40][CH2:41][CH2:42][CH2:43][NH:44][C:45](=[O:47])[CH3:46])[CH2:15][CH2:16][CH2:17][CH2:18][CH2:19][CH2:20][CH2:21][CH2:22][CH2:23][CH2:24][CH2:25][CH2:26][CH2:27][CH2:28][CH3:29])C1C=CC=CC=1>O1CCCC1.CO.[Pd]>[C:45]([NH:44][CH2:43][CH2:42][CH2:41][CH2:40][CH2:39][C:38]([NH:37][CH2:36][CH2:35][CH2:34][CH2:33][CH2:32][C:31]([O:30][CH:14]([CH2:15][CH2:16][CH2:17][CH2:18][CH2:19][CH2:20][CH2:21][CH2:22][CH2:23][CH2:24][CH2:25][CH2:26][CH2:27][CH2:28][CH3:29])[CH2:13][C:12]([NH:11][C@H:10]([C:9]([OH:58])=[O:8])[CH2:51][C:52]1[CH:53]=[CH:54][CH:55]=[CH:56][CH:57]=1)=[O:50])=[O:49])=[O:48])(=[O:47])[CH3:46]. Procedure details: 1.80 g of the above ester compound was treated with 8 ml of TFA to convert the ester to free carboxylic acid and after adding thereto 5 ml of methylenechloride, 1.20 g of L-phenylalanine benzyl ester TsOH salt, 0.4 ml of TEA and 590 mg of DCC, the mixture was trated in the same manner as in Example 14-(ii) to provide 740 mg of N-[3-[6-(6-acetamidohexanamido)hexanoyloxy]octadecanoyl]-L-phenylalanine benzyl ester. 660 mg of the ester compound thus were dissolved in a mixture of 30 ml of tetrahydro... The reactants are CN1CCCC1=O, Fc1ccc2nc(Cl)sc2c1, Nc1ccc(O)cc1. Yields the product Oc1ccc(Nc2nc3ccc(F)cc3s2)cc1. As a reaction SMILES: [CH3:20][N:21]1[CH2:22][CH2:23][CH2:24][C:25]1=[O:26].[Cl:1][c:2]1[s:3][c:4]2[c:5]([n:6]1)[cH:7][cH:8][c:9]([F:11])[cH:10]2.[NH2:12][c:13]1[cH:14][cH:15][c:16]([OH:17])[cH:18][cH:19]1>>[c:2]1([NH:12][c:13]2[cH:14][cH:15][c:16]([OH:17])[cH:18][cH:19]2)[s:3][c:4]2[c:5]([n:6]1)[cH:7][cH:8][c:9]([F:11])[cH:10]2. The reactants are CC(C)C[AlH]CC(C)C (DIBAL), [C@@H]([C@H](C(=O)[O-])O)(C(=O)[O-])O.[Na+].[K+] (Rochelle's salt), C(C)OC(CC=1N=C(SC1)C1=CC=C(C=C1)Cl)=O ([2-(4-chloro-phenyl)-thiazol-4-yl]-acetic acid ethyl ester), CC(C)C[AlH]CC(C)C (DIBAL). Run in C1CCOC1 (THF), C1(=CC=CC=C1)C (toluene). Run at temperature 2.5 celsius, time 8 hour. Product: ClC1=CC=C(C=C1)C=1SC=C(N1)CCO (2-[2-(4-chloro-phenyl)-thiazol-4-yl]-ethanol). Isolated yield 110.0%. As a reaction SMILES: C([O:3][C:4](=O)[CH2:5][C:6]1[N:7]=[C:8]([C:11]2[CH:16]=[CH:15][C:14]([Cl:17])=[CH:13][CH:12]=2)[S:9][CH:10]=1)C.CC(C[AlH]CC(C)C)C.[C@H](O)(C([O-])=O)[C@@H](O)C([O-])=O.[Na+].[K+]>C1COCC1.C1(C)C=CC=CC=1>[Cl:17][C:14]1[CH:13]=[CH:12][C:11]([C:8]2[S:9][CH:10]=[C:6]([CH2:5][CH2:4][OH:3])[N:7]=2)=[CH:16][CH:15]=1 |f:2.3.4|. Procedure: Dissolve [2-(4-chloro-phenyl)-thiazol-4-yl]-acetic acid ethyl ester (107.4 g, 381.2 mmol) in THF (800 mL) and cool to 0-5° C. Add DIBAL (1.0 M in THF, 800 mL, 800 mmol) slowly over approximately 3.5 h (somewhat exothermic) keeping the temp. <5° C. Allow the reaction to warm to room temperature with mechanical stirring overnight. Cool the reaction to 0-5° C. and slowly add more DIBAL (150 mL) over approximately 15 min keeping the temperature <5° C. Stir the reaction solution at room temperature f... The reactants are CCCCc1cc(OC(C)(C)C(=O)OCC)ccc1OCCc1nc(-c2ccc(-c3ccccc3)cc2)oc1C, CCO, [Na+], [OH-]. Product: CCCCc1cc(OC(C)(C)C(=O)O)ccc1OCCc1nc(-c2ccc(-c3ccccc3)cc2)oc1C. RXN SMILES: [CH2:1]([CH3:2])[O:3][C:4]([C:5]([CH3:6])([CH3:7])[O:8][c:9]1[cH:10][c:11]([CH2:36][CH2:37][CH2:38][CH3:39])[c:12]([O:15][CH2:16][CH2:17][c:18]2[n:19][c:20](-[c:24]3[cH:25][cH:26][c:27](-[c:30]4[cH:31][cH:32][cH:33][cH:34][cH:35]4)[cH:28][cH:29]3)[o:21][c:22]2[CH3:23])[cH:13][cH:14]1)=[O:40].[CH3:43][CH2:44][OH:45].[Na+:42].[OH-:41]>>[O:3]=[C:4]([C:5]([CH3:6])([CH3:7])[O:8][c:9]1[cH:10][c:11]([CH2:36][CH2:37][CH2:38][CH3:39])[c:12]([O:15][CH2:16][CH2:17][c:18]2[n:19][c:20](-[c:24]3[cH:25][cH:26][c:27](-[c:30]4[cH:31][cH:32][cH:33][cH:34][cH:35]4)[cH:28][cH:29]3)[o:21][c:22]2[CH3:23])[cH:13][cH:14]1)[OH:40]. The reactants are CON (O-methylhydroxylamine), ClC=1C=C(C(=O)C2=CC3=C(N(C(S3)=O)CCOC3=CC=C(C=C(C(=O)OC)C(=O)OC)C=C3)C=C2)C=CC1 (Dimethyl 2-{4-[2-(6-(3-chlorobenzoyl)-2-oxo-1,3-benzothiazol-3(2H)-yl)ethoxy]benzylidene}malonate), N1=CC=CC=C1 (pyridine). Solvent: O (water), CO (methanol). Product: ClC=1C=C(C=CC1)C(C1=CC2=C(N(C(S2)=O)CCOC2=CC=C(C=C(C(=O)OC)C(=O)OC)C=C2)C=C1)=NOC (Dimethyl 2-{4-[2-(6-[(3-chlorophenyl)(methoxyimino)methyl]-2-oxo-1,3-benzothiazol-3(2H)-yl)ethoxy]benzylidene}malonate). As a reaction SMILES: [Cl:1][C:2]1[CH:3]=[C:4]([CH:36]=[CH:37][CH:38]=1)[C:5]([C:7]1[CH:35]=[CH:34][C:10]2[N:11]([CH2:15][CH2:16][O:17][C:18]3[CH:33]=[CH:32][C:21]([CH:22]=[C:23]([C:28]([O:30][CH3:31])=[O:29])[C:24]([O:26][CH3:27])=[O:25])=[CH:20][CH:19]=3)[C:12](=[O:14])[S:13][C:9]=2[CH:8]=1)=O.[CH3:39][O:40][NH2:41].N1C=CC=CC=1>CO.O>[Cl:1][C:2]1[CH:3]=[C:4]([C:5](=[N:41][O:40][CH3:39])[C:7]2[CH:35]=[CH:34][C:10]3[N:11]([CH2:15][CH2:16][O:17][C:18]4[CH:19]=[CH:20][C:21]([CH:22]=[C:23]([C:28]([O:30][CH3:31])=[O:29])[C:24]([O:26][CH3:27])=[O:25])=[CH:32][CH:33]=4)[C:12](=[O:14])[S:13][C:9]=3[CH:8]=2)[CH:36]=[CH:37][CH:38]=1. Procedure: The compound obtained in Example 41 is dissolved in a minimum of methanol, and then 4 equivalents of O-methylhydroxylamine, previously dissolved in a few milliliters of water, and 4.5 equivalents of pyridine are added in succession. The reaction mixture is heated at reflux for 24 hours and then hydrolysed in water and filtered; the resulting precipitate is recrystallised from acetonitrile. Starting materials: [BH4-].[Na+] (sodium borohydride), [OH-].[Na+] (sodium hydroxide), [I-].NC1=[NH+]C=2C=3C(CCC2C=N1)N(C=CC3)C (2-amino-5,6-dihydro-7-methylpyrido[2,3-h]quinazolinium iodide), Cl (hydrochloric acid). The solvent is CO (methanol), CO (methanol), mixture, O (water). Conditions: time 2 hour. The product is [OH-].[NH4+] (ammonium hydroxide), CN1CCC=C2C1CCC=1C=NC(=NC21)N ((±) 5,6,6a,7,8,9-Hexahydro-7-methylpyrido[2,3-h]quinazolin-2-amine). The yield is 22.2%. Reaction SMILES: [BH4-].[Na+].[OH-:3].[Na+].[I-].[NH2:6][C:7]1[N:16]=[CH:15][C:14]2[CH2:13][CH2:12][CH:11]3[N:17]([CH3:21])[CH:18]=[CH:19][CH:20]=[C:10]3[C:9]=2[NH+:8]=1.Cl>CO.O>[OH-:3].[NH4+:6].[CH3:21][N:17]1[CH:11]2[CH2:12][CH2:13][C:14]3[CH:15]=[N:16][C:7]([NH2:6])=[N:8][C:9]=3[C:10]2=[CH:20][CH2:19][CH2:18]1 |f:0.1,2.3,4.5,9.10|. Reported procedure: To a solution of 1.78 g (47.0 mmol) of sodium borohydride in 100 ml of methanol, containing 10 ml of 6N sodium hydroxide, is added dropwise with stirring a solution of 3.20 g (9.41 mmol) of 2-amino-5,6-dihydro-7-methylpyrido[2,3-h]quinazolinium iodide, in 200 ml of a mixture of methanol and water (1:1). The solution is stirred at room temperature for 2 hours, cooled, acidified by dropwise addition of 10% hydrochloric acid and stirred at room temperature for 2 hours. The solution is concentrated,... Starting materials: C1(=CC=CC=C1)S(=O)(=O)N1C2=C(C3=C1C=NC(=C3OCCOC)C#N)C=C(C=N2)Br (9-benzenesulfonyl-3-bromo-5-(2-methoxyethoxy)-9H-dipyrido[2,3-b;4′,3′-d]pyrrole-6-carbonitrile), CN1N=CC(=C1)B1OC(C(O1)(C)C)(C)C (1-methyl-4-(4,4,5,5-tetramethyl-[1,3,2]dioxaborolan-2-yl)-1H-pyrazole). The reagents and catalysts are C1=CC=C(C=C1)P([C-]2C=CC=C2)C3=CC=CC=C3.C1=CC=C(C=C1)P([C-]2C=CC=C2)C3=CC=CC=C3.Cl[Pd]Cl.[Fe+2] ([1,1′-bis(diphenylphosphino) ferrocene]dichloropalladium(II)). Solvent: [F-].[K+] (potassium fluoride), C(C)#N (acetonitrile). Conditions: temperature 130 celsius. Yields the product COCCOC1=C(N=CC2=C1C1=C(N2)N=CC(=C1)C=1C=NN(C1)C)C#N (5-(2-Methoxyethoxy)-3-(1-methyl-1H-pyrazol-4-yl)-9H-dipyrido[2,3-b;4′,3′-d]pyrrole-6-carbonitrile). Isolated yield 49.2%. As a reaction SMILES: C1(S([N:10]2[C:14]3[CH:15]=[N:16][C:17]([C:24]#[N:25])=[C:18]([O:19][CH2:20][CH2:21][O:22][CH3:23])[C:13]=3[C:12]3[CH:26]=[C:27](Br)[CH:28]=[N:29][C:11]2=3)(=O)=O)C=CC=CC=1.[CH3:31][N:32]1[CH:36]=[C:35](B2OC(C)(C)C(C)(C)O2)[CH:34]=[N:33]1>[F-].[K+].C(#N)C.C1C=CC(P(C2C=CC=CC=2)[C-]2C=CC=C2)=CC=1.C1C=CC(P(C2C=CC=CC=2)[C-]2C=CC=C2)=CC=1.Cl[Pd]Cl.[Fe+2]>[CH3:23][O:22][CH2:21][CH2:20][O:19][C:18]1[C:13]2[C:12]3[CH:26]=[C:27]([C:35]4[CH:34]=[N:33][N:32]([CH3:31])[CH:36]=4)[CH:28]=[N:29][C:11]=3[NH:10][C:14]=2[CH:15]=[N:16][C:17]=1[C:24]#[N:25] |f:2.3,5.6.7.8|. Procedure: A mixture of 9-benzenesulfonyl-3-bromo-5-(2-methoxyethoxy)-9H-dipyrido[2,3-b;4′,3′-d]pyrrole-6-carbonitrile (35 mg, 0.07 mmol), 1-methyl-4-(4,4,5,5-tetramethyl-[1,3,2]dioxaborolan-2-yl)-1H-pyrazole (20 mg, 0.096 mmol), [1,1′-bis(diphenylphosphino) ferrocene]dichloropalladium(II) (7 mg) in 1N aqueous potassium fluoride solution (0.30 mL) and acetonitrile (0.30 mL) was degassed and heated under microwave irradiation at 130° C. for 30 minutes. The reaction mixture was allowed to cool to ambient tem... Starting materials: COc1cccc(CNCC(O)C(Cc2ccccc2)NC(=O)c2cc(C)cc(Br)c2)c1, CN(C)C=O, ClC(Cl)Cl, [Na+], [Na+], O=C([O-])[O-], c1ccc([PH](c2ccccc2)(c2ccccc2)[Pd]([PH](c2ccccc2)(c2ccccc2)c2ccccc2)([PH](c2ccccc2)(c2ccccc2)c2ccccc2)[PH](c2ccccc2)(c2ccccc2)c2ccccc2)cc1, OB(O)c1ccco1. The product is COc1cccc(CNCC(O)C(Cc2ccccc2)NC(=O)c2cc(C)cc(-c3ccco3)c2)c1. Reaction SMILES: [CH2:1]([c:2]1[cH:3][cH:4][cH:5][cH:6][cH:7]1)[CH:8]([CH:9]([CH2:10][NH:11][CH2:12][c:13]1[cH:14][c:15]([O:19][CH3:20])[cH:16][cH:17][cH:18]1)[OH:21])[NH:22][C:23]([c:24]1[cH:25][c:26]([Br:31])[cH:27][c:28]([CH3:30])[cH:29]1)=[O:32].[CH3:47][N:48]([CH3:49])[CH:50]=[O:51].[CH:52]([Cl:53])([Cl:54])[Cl:55].[Na+:41].[Na+:42].[O-:43][C:44](=[O:45])[O-:46].[c:56]1([PH:57]([Pd:58]([PH:59]([c:60]2[cH:61][cH:62][cH:63][cH:64][cH:65]2)([c:66]2[cH:67][cH:68][cH:69][cH:70][cH:71]2)[c:72]2[cH:73][cH:74][cH:75][cH:76][cH:77]2)([PH:78]([c:79]2[cH:80][cH:81][cH:82][cH:83][cH:84]2)([c:85]2[cH:86][cH:87][cH:88][cH:89][cH:90]2)[c:91]2[cH:92][cH:93][cH:94][cH:95][cH:96]2)[PH:97]([c:98]2[cH:99][cH:100][cH:101][cH:102][cH:103]2)([c:104]2[cH:105][cH:106][cH:107][cH:108][cH:109]2)[c:110]2[cH:111][cH:112][cH:113][cH:114][cH:115]2)([c:116]2[cH:117][cH:118][cH:119][cH:120][cH:121]2)[c:122]2[cH:123][cH:124][cH:125][cH:126][cH:127]2)[cH:128][cH:129][cH:130][cH:131][cH:132]1.[o:33]1[c:34]([B:38]([OH:39])[OH:40])[cH:35][cH:36][cH:37]1>>[CH2:1]([c:2]1[cH:3][cH:4][cH:5][cH:6][cH:7]1)[CH:8]([CH:9]([CH2:10][NH:11][CH2:12][c:13]1[cH:14][c:15]([O:19][CH3:20])[cH:16][cH:17][cH:18]1)[OH:21])[NH:22][C:23]([c:24]1[cH:25][c:26](-[c:34]2[o:33][cH:37][cH:36][cH:35]2)[cH:27][c:28]([CH3:30])[cH:29]1)=[O:32]. Reactants: N(=C=O)C(C1=CC(=CC(=C1)C(F)(F)F)C(F)(F)F)OC1C(C(CCC1)C)C1=CC=CC=C1 (α-isocyanato-3-(SR)-(3,5-Bis(trifluoromethyl)-benzyloxy)-2-(SR)-phenyl-1-(SR)-methylcyclohexane), N (ammonia). Procedure: A solution of 56 mg (0.12 mmole) of α-isocyanato-3-(SR)-(3,5-Bis(trifluoromethyl)-benzyloxy)-2-(SR)-phenyl-1-(SR)-methylcyclohexane in 1 mL of methylene chloride was treated with 3 mL of ammonia-saturated methylene chloride at room temperature. After 1 hr, the solution was concentrated in vacuo and the residue purified by flash chromatography on 16 g of silica eluting with 400 mL of 100:2 methylene chloride: methanol to provide 54 mg (93%) of a white powder. RXN SMILES: [N:1]([CH:4]([O:19][CH:20]1[CH2:25][CH2:24][CH2:23][CH:22]([CH3:26])[CH:21]1[C:27]1[CH:32]=[CH:31][CH:30]=[CH:29][CH:28]=1)[C:5]1[CH:10]=[C:9]([C:11]([F:14])([F:13])[F:12])[CH:8]=[C:7]([C:15]([F:18])([F:17])[F:16])[CH:6]=1)=[C:2]=[O:3].[NH3:33]>C(Cl)Cl>[NH2:33][C:2]([NH:1][CH:4]([O:19][CH:20]1[CH2:25][CH2:24][CH2:23][CH:22]([CH3:26])[CH:21]1[C:27]1[CH:28]=[CH:29][CH:30]=[CH:31][CH:32]=1)[C:5]1[CH:6]=[C:7]([C:15]([F:16])([F:17])[F:18])[CH:8]=[C:9]([C:11]([F:12])([F:13])[F:14])[CH:10]=1)=[O:3]. Yields the product NC(=O)NC(C1=CC(=CC(=C1)C(F)(F)F)C(F)(F)F)OC1C(C(CCC1)C)C1=CC=CC=C1 (α-Aminocarbonylamino-3-(SR)-(3,5-bis(trifluoromethyl)benzyloxy)-2-(SR)-phenyl-1-(SR)-methylcyclohexane). Conditions: time 1 hour. Solvent: C(Cl)Cl (methylene chloride). Yield: 93.0%.